This data is from the Open Reaction Database (ORD), a public repository of structured organic reaction records. The task is: describe an organic reaction: reactants, conditions, products, and yield The reactants are FC(C(=O)O)(F)F.FC1=CC=C(C(=C1C#N)C)[C@H]1CN2[C@@H](CO1)CNCC2 (6-fluoro-2-methyl-3-[(3S,9aR)-octahydropyrazino[2,1-c][1,4]oxazin-3-yl]benzonitrile trifluoroacetate), C([O-])([O-])=O.[Na+].[Na+] (sodium carbonate). Run in CO (methanol). Reaction conditions: temperature 150 celsius. Yields the product COC1=CC=C(C(=C1C#N)C)[C@H]1CN2[C@@H](CO1)CNCC2 (6-methoxy-2-methyl-3-[(3S,9aR)-octahydropyrazino[2,1-c][1,4]oxazin-3-yl]benzonitrile). RXN SMILES: FC(F)(F)[C:3](O)=[O:4].F[C:9]1[C:14]([C:15]#[N:16])=[C:13]([CH3:17])[C:12]([C@@H:18]2[O:23][CH2:22][C@H:21]3[CH2:24][NH:25][CH2:26][CH2:27][N:20]3[CH2:19]2)=[CH:11][CH:10]=1.C(=O)([O-])[O-].[Na+].[Na+]>CO>[CH3:3][O:4][C:9]1[C:14]([C:15]#[N:16])=[C:13]([CH3:17])[C:12]([C@@H:18]2[O:23][CH2:22][C@H:21]3[CH2:24][NH:25][CH2:26][CH2:27][N:20]3[CH2:19]2)=[CH:11][CH:10]=1 |f:0.1,2.3.4|. Procedure: A microwave vial was charged with 6-fluoro-2-methyl-3-[(3S,9aR)-octahydropyrazino[2,1-c][1,4]oxazin-3-yl]benzonitrile trifluoroacetate (110 mg, 0.290 mmol), sodium carbonate (30 mg, 0.290 mmol), and methanol (2 mL). The mixture was heated to 150° C. in a microwave apparatus for 2 h, then cooled to ambient temperature, filtered and concentrated to provide the title compound which was used without further purification. LC-MS (IE, m/z): 288 [M+1]+. The product is CC(C)(C)OC(=O)N1CCC(Cc2ccccc2)(C(=O)O)CC1. As a reaction SMILES: [CH3:1][O:2][C:3](=[O:4])[C:5]1([CH2:18][c:19]2[cH:20][cH:21][cH:22][cH:23][cH:24]2)[CH2:6][CH2:7][N:8]([C:11](=[O:12])[O:13][C:14]([CH3:15])([CH3:16])[CH3:17])[CH2:9][CH2:10]1.[CH3:36][OH:37].[ClH:29].[Li+:28].[O:30]1[CH2:31][CH2:32][O:33][CH2:34][CH2:35]1.[OH-:27].[OH2:25].[OH2:26]>>[O:2]=[C:3]([OH:4])[C:5]1([CH2:18][c:19]2[cH:20][cH:21][cH:22][cH:23][cH:24]2)[CH2:6][CH2:7][N:8]([C:11](=[O:12])[O:13][C:14]([CH3:15])([CH3:16])[CH3:17])[CH2:9][CH2:10]1. Starting materials: COC(=O)C1(Cc2ccccc2)CCN(C(=O)OC(C)(C)C)CC1, CO, Cl, [Li+], C1COCCO1, [OH-], O, O. The reactants are BrC=1C=2N(N=C(C1)C)C(=C(C2)C)C2=C(C=C(C=C2)OC)C (4-bromo-7-(4-methoxy-2-methylphenyl)-2,6-dimethylpyrrolo[1,2-b]pyridazine), [C@H](C)(CC)N ((S)-(+)-sec-butylamine), CC1(C2=C(C(=CC=C2)P(C3=CC=CC=C3)C4=CC=CC=C4)OC5=C(C=CC=C51)P(C6=CC=CC=C6)C7=CC=CC=C7)C (xantphos), C(=O)([O-])[O-].[Cs+].[Cs+] (Cs2CO3), [C@H](C)(CC)N ((S)-(+)-sec-butylamine), CC1(C2=C(C(=CC=C2)P(C3=CC=CC=C3)C4=CC=CC=C4)OC5=C(C=CC=C51)P(C6=CC=CC=C6)C7=CC=CC=C7)C (xantphos). Reagents/catalysts: C=1C=CC(=CC1)/C=C/C(=O)/C=C/C2=CC=CC=C2.C=1C=CC(=CC1)/C=C/C(=O)/C=C/C2=CC=CC=C2.C=1C=CC(=CC1)/C=C/C(=O)/C=C/C2=CC=CC=C2.[Pd].[Pd] (Pd2(dba)3), C=1C=CC(=CC1)/C=C/C(=O)/C=C/C2=CC=CC=C2.C=1C=CC(=CC1)/C=C/C(=O)/C=C/C2=CC=CC=C2.C=1C=CC(=CC1)/C=C/C(=O)/C=C/C2=CC=CC=C2.[Pd].[Pd] (Pd2(dba)3). The solvent is O1CCOCC1 (dioxane). Yields the product COC1=CC(=C(C=C1)C1=C(C=C2N1N=C(C=C2N[C@H](CC)C)C)C)C (7-(4-methoxy-2-methylphenyl)-2,6-dimethyl-N-[(1S)-1-methylpropyl]pyrrolo[1,2-b]pyridazin-4-amine). RXN SMILES: Br[C:2]1[C:3]2[N:4]([C:9]([C:13]3[CH:18]=[CH:17][C:16]([O:19][CH3:20])=[CH:15][C:14]=3[CH3:21])=[C:10]([CH3:12])[CH:11]=2)[N:5]=[C:6]([CH3:8])[CH:7]=1.[C@@H:22]([NH2:26])([CH2:24][CH3:25])[CH3:23].CC1(C)C2C(=C(P(C3C=CC=CC=3)C3C=CC=CC=3)C=CC=2)OC2C(P(C3C=CC=CC=3)C3C=CC=CC=3)=CC=CC1=2.C([O-])([O-])=O.[Cs+].[Cs+]>O1CCOCC1.C1C=CC(/C=C/C(/C=C/C2C=CC=CC=2)=O)=CC=1.C1C=CC(/C=C/C(/C=C/C2C=CC=CC=2)=O)=CC=1.C1C=CC(/C=C/C(/C=C/C2C=CC=CC=2)=O)=CC=1.[Pd].[Pd]>[CH3:20][O:19][C:16]1[CH:17]=[CH:18][C:13]([C:9]2[N:4]3[N:5]=[C:6]([CH3:8])[CH:7]=[C:2]([NH:26][C@@H:22]([CH3:23])[CH2:24][CH3:25])[C:3]3=[CH:11][C:10]=2[CH3:12])=[C:14]([CH3:21])[CH:15]=1 |f:3.4.5,7.8.9.10.11|. Procedure: A mixture of 4-bromo-7-(4-methoxy-2-methylphenyl)-2,6-dimethylpyrrolo[1,2-b]pyridazine (0.137 g, 0.397 mmol), (S)-(+)-sec-butylamine (0.08 mL, 0.794 mmol), xantphos (0.025 g, 0.04 mmol), Cs2CO3 (0.18 g, 0.55 mmol) and Pd2(dba)3 (0.018 g, 0.02 mmol) in dioxane (4.0 mL) was refluxed for 17 h. Extra (S)-(+)-sec-butylamine (0.08 mL, 0.794 mmol), xantphos (0.025 g, 0.04 mmol) and Pd2(dba)3 (0.018 g, 0.02 mmol) were added to the reaction mixture and refluxed for additional 4 h. After cooling to room t... Starting materials: C1(=CC=CC2=CC=CC=C12)N=C=S (1-naphthyl isothiocyanate), NC1=C(C(=C(C=C1)CC(=O)OC)F)O (Methyl (4-amino-2-fluoro-3-hydroxyphenyl)acetate), mercuric oxide. Solvent: CO (methanol). Reaction conditions: time 2 day. Product: C1(=CC=CC2=CC=CC=C12)NC=1OC2=C(N1)C=CC(=C2F)CC(=O)OC (methyl (2-(1-naphthylamino)-7-fluoro-6-benzoxazolyl)acetate). The yield is 80.5%. Reaction SMILES: [NH2:1][C:2]1[CH:7]=[CH:6][C:5]([CH2:8][C:9]([O:11][CH3:12])=[O:10])=[C:4]([F:13])[C:3]=1[OH:14].[C:15]1([N:25]=[C:26]=S)[C:24]2[C:19](=[CH:20][CH:21]=[CH:22][CH:23]=2)[CH:18]=[CH:17][CH:16]=1>CO>[C:15]1([NH:25][C:26]2[O:14][C:3]3[C:4]([F:13])=[C:5]([CH2:8][C:9]([O:11][CH3:12])=[O:10])[CH:6]=[CH:7][C:2]=3[N:1]=2)[C:24]2[C:19](=[CH:20][CH:21]=[CH:22][CH:23]=2)[CH:18]=[CH:17][CH:16]=1. Reported procedure: Methyl (4-amino-2-fluoro-3-hydroxyphenyl)acetate (996 mg, 5.00 mmol) was dissolved in methanol (50 ml). To the resulting solution was added 1-naphthyl isothiocyanate (926 mg, 5.00 mmol). After the resulting mixture was stirred at room temperature for 2 days, mercuric oxide (yellow) (1.08 g, 5.00 mmol) was added thereto. The mixture was stirred at 70° C. for 3.5 hours. After cooling to room temperature, the reaction mixture was filtered through Celite and washed with methanol. The filtrate was di... Reactants: [BH4-], C[Mg]Cl, CCOC(C)=O, [Na+], [Na+], C1CCOC1, O=C1COc2ccccc2N1, [OH-]. The product is CC1COc2ccccc2N1. Reaction SMILES: [BH4-:15].[CH3:12][Mg:13][Cl:14].[CH3:24][CH2:25][O:26][C:27](=[O:28])[CH3:29].[Na+:16].[Na+:18].[O:19]1[CH2:20][CH2:21][CH2:22][CH2:23]1.[O:1]1[CH2:2][C:3](=[O:11])[NH:4][c:5]2[c:6]1[cH:7][cH:8][cH:9][cH:10]2.[OH-:17]>>[O:1]1[CH2:2][CH:3]([CH3:12])[NH:4][c:5]2[c:6]1[cH:7][cH:8][cH:9][cH:10]2. Starting materials: C(C)(=O)O[BH-](OC(C)=O)OC(C)=O.[Na+] (sodium triacetoxyborohydride), ClC=1C(=C2C(=NC1)N(C(=C2)C2=CC=C(C=O)C=C2)S(=O)(=O)C2=CC=C(C)C=C2)C2=CN=C(S2)C2(CCC2)O (4-(5-chloro-4-(2-(1-hydroxycyclobutyl)thiazol-5-yl)-1-tosyl-1H-pyrrolo[2,3-b]pyridin-2-yl)benzaldehyde), C(C)(=O)O (acetic acid), S(=O)(=O)([O-])[O-].[Na+].[Na+] (sodium sulfate), N1CCCC1 (pyrrolidine). Solvent: O1CCCC1 (tetrahydrofuran). Run at time 0.5 hour. The product is ClC=1C(=C2C(=NC1)N(C(=C2)C2=CC=C(C=C2)CN2CCCC2)S(=O)(=O)C2=CC=C(C)C=C2)C2=CN=C(S2)C2(CCC2)O (1-(5-(5-chloro-2-(4-(pyrrolidin-1-ylmethyl)phenyl)-1-tosyl-1H-pyrrolo[2,3-b]pyridin-4-yl)thiazol-2-yl)cyclobutanol). Reaction SMILES: [Cl:1][C:2]1[C:3]([C:29]2[S:33][C:32]([C:34]3([OH:38])[CH2:37][CH2:36][CH2:35]3)=[N:31][CH:30]=2)=[C:4]2[CH:10]=[C:9]([C:11]3[CH:18]=[CH:17][C:14]([CH:15]=O)=[CH:13][CH:12]=3)[N:8]([S:19]([C:22]3[CH:28]=[CH:27][C:25]([CH3:26])=[CH:24][CH:23]=3)(=[O:21])=[O:20])[C:5]2=[N:6][CH:7]=1.C(O)(=O)C.S([O-])([O-])(=O)=O.[Na+].[Na+].[NH:50]1[CH2:54][CH2:53][CH2:52][CH2:51]1.C(O[BH-](OC(=O)C)OC(=O)C)(=O)C.[Na+]>O1CCCC1>[Cl:1][C:2]1[C:3]([C:29]2[S:33][C:32]([C:34]3([OH:38])[CH2:37][CH2:36][CH2:35]3)=[N:31][CH:30]=2)=[C:4]2[CH:10]=[C:9]([C:11]3[CH:12]=[CH:13][C:14]([CH2:15][N:50]4[CH2:54][CH2:53][CH2:52][CH2:51]4)=[CH:17][CH:18]=3)[N:8]([S:19]([C:22]3[CH:28]=[CH:27][C:25]([CH3:26])=[CH:24][CH:23]=3)(=[O:21])=[O:20])[C:5]2=[N:6][CH:7]=1 |f:2.3.4,6.7|. Procedure details: To a solution of 4-(5-chloro-4-(2-(1-hydroxycyclobutyl)thiazol-5-yl)-1-tosyl-1H-pyrrolo[2,3-b]pyridin-2-yl)benzaldehyde (Example 8B) (2.10 g, 3.72 mmol) in tetrahydrofuran (33.8 mL) was added sequentially acetic acid (0.426 mL, 7.45 mmol), sodium sulfate (1.058 g, 7.45 mmol), and pyrrolidine (0.466 ml, 5.58 mmol). The reaction was stirred for 0.5 hours at ambient temperature, and sodium triacetoxyborohydride (1.578 g, 7.45 mmol) was added in a single portion. The reaction was stirred for 1 hour ... Reactants: [Li]CCCC, C1CCOC1, CSSC, CC1(C)COC(c2cccc(Cl)c2)=N1. Product: CSc1c(Cl)cccc1C1=NC(C)(C)CO1. As a reaction SMILES: [CH2:1]([Li:2])[CH2:3][CH2:4][CH3:5].[CH2:24]1[O:25][CH2:26][CH2:27][CH2:28]1.[CH3:20][S:21][S:22][CH3:23].[Cl:6][c:7]1[cH:8][c:9]([C:13]2=[N:17][C:16]([CH3:18])([CH3:19])[CH2:15][O:14]2)[cH:10][cH:11][cH:12]1>>[Cl:6][c:7]1[c:8]([S:21][CH3:20])[c:9]([C:13]2=[N:17][C:16]([CH3:18])([CH3:19])[CH2:15][O:14]2)[cH:10][cH:11][cH:12]1. Reactants: [Li]C(C)(C)C, COc1ccc2ccccc2n1, CC(C)NC(C)C, [Li]c1ccc2ccccc2n1, C1CCOC1, O=C1CCN(CC23CC(c4ccccc42)c2ccccc23)CC1. The product is COc1nc2ccccc2cc1C1(O)CCN(CC23CC(c4ccccc42)c2ccccc23)CC1. Reaction SMILES: [C:1]([Li:2])([CH3:3])([CH3:4])[CH3:5].[CH3:13][O:14][c:15]1[n:16][c:17]2[cH:18][cH:19][cH:20][cH:21][c:22]2[cH:23][cH:24]1.[CH:6]([NH:7][CH:8]([CH3:9])[CH3:10])([CH3:11])[CH3:12].[Li:48][c:49]1[cH:50][cH:51][c:52]2[c:53]([cH:54][cH:55][cH:56][cH:57]2)[n:58]1.[O:59]1[CH2:60][CH2:61][CH2:62][CH2:63]1.[cH:25]1[cH:26][cH:27][cH:28][c:29]2[c:38]1[C:37]1([CH2:40][N:41]3[CH2:42][CH2:43][C:44](=[O:47])[CH2:45][CH2:46]3)[c:36]3[c:31]([cH:32][cH:33][cH:34][cH:35]3)[CH:30]2[CH2:39]1>>[CH3:13][O:14][c:15]1[n:16][c:17]2[cH:18][cH:19][cH:20][cH:21][c:22]2[cH:23][c:24]1[C:44]1([OH:47])[CH2:43][CH2:42][N:41]([CH2:40][C:37]23[c:36]4[c:31]([cH:32][cH:33][cH:34][cH:35]4)[CH:30]([c:29]4[cH:28][cH:27][cH:26][cH:25][c:38]42)[CH2:39]3)[CH2:46][CH2:45]1. Reactants: OB(O)C1=CCCCC1, O=C([O-])[O-], COC(=O)c1sc(Br)cc1N(C(=O)C1CCC(C)CC1)C1COCOC1, COCCOC, CCOC(C)=O, [Na+], [Na+], c1ccc(P(c2ccccc2)(c2ccccc2)[Pd](P(c2ccccc2)(c2ccccc2)c2ccccc2)(P(c2ccccc2)(c2ccccc2)c2ccccc2)P(c2ccccc2)(c2ccccc2)c2ccccc2)cc1. Product: COC(=O)c1sc(C2=CCCCC2)cc1N(C(=O)C1CCC(C)CC1)C1COCOC1. RXN SMILES: [C:27]1([B:33]([OH:34])[OH:35])=[CH:28][CH2:29][CH2:30][CH2:31][CH2:32]1.[C:36](=[O:37])([O-:38])[O-:39].[CH3:1][O:2][C:3](=[O:4])[c:5]1[s:6][c:7]([Br:26])[cH:8][c:9]1[N:10]([C:11](=[O:12])[CH:13]1[CH2:14][CH2:15][CH:16]([CH3:19])[CH2:17][CH2:18]1)[CH:20]1[CH2:21][O:22][CH2:23][O:24][CH2:25]1.[CH3:42][O:43][CH2:44][CH2:45][O:46][CH3:47].[CH3:48][CH2:49][O:50][C:51](=[O:52])[CH3:53].[Na+:40].[Na+:41].[cH:54]1[cH:55][cH:56][c:57]([P:58]([Pd:59]([P:60]([c:61]2[cH:62][cH:63][cH:64][cH:65][cH:66]2)([c:67]2[cH:68][cH:69][cH:70][cH:71][cH:72]2)[c:73]2[cH:74][cH:75][cH:76][cH:77][cH:78]2)([P:79]([c:80]2[cH:81][cH:82][cH:83][cH:84][cH:85]2)([c:86]2[cH:87][cH:88][cH:89][cH:90][cH:91]2)[c:92]2[cH:93][cH:94][cH:95][cH:96][cH:97]2)[P:98]([c:99]2[cH:100][cH:101][cH:102][cH:103][cH:104]2)([c:105]2[cH:106][cH:107][cH:108][cH:109][cH:110]2)[c:111]2[cH:112][cH:113][cH:114][cH:115][cH:116]2)([c:117]2[cH:118][cH:119][cH:120][cH:121][cH:122]2)[c:123]2[cH:124][cH:125][cH:126][cH:127][cH:128]2)[cH:129][cH:130]1>>[CH3:1][O:2][C:3](=[O:4])[c:5]1[s:6][c:7]([C:27]2=[CH:28][CH2:29][CH2:30][CH2:31][CH2:32]2)[cH:8][c:9]1[N:10]([C:11](=[O:12])[CH:13]1[CH2:14][CH2:15][CH:16]([CH3:19])[CH2:17][CH2:18]1)[CH:20]1[CH2:21][O:22][CH2:23][O:24][CH2:25]1.